Dataset: the Open Reaction Database (ORD), a public repository of structured organic reaction records. Task: describe an organic reaction: reactants, conditions, products, and yield The reactants are C(CCCCCCC\C=C/CCCCCCCC)(=O)OCC(O)CO (glyceryl monooleate), C1(CCC(=O)O1)=O (succinic anhydride), C1(CCC(=O)O1)=O (succinic anhydride). Run at temperature 140 celsius, time 3 hour. Yields the product C(CCCCCCC\C=C/CCCCCCCC)(=O)OCC(O)CO.C(CCC(=O)[O-])(=O)[O-] (glyceryl monooleate succinate). RXN SMILES: [C:1]([O:20][CH2:21][CH:22]([CH2:24][OH:25])[OH:23])(=[O:19])[CH2:2][CH2:3][CH2:4][CH2:5][CH2:6][CH2:7][CH2:8]/[CH:9]=[CH:10]\[CH2:11][CH2:12][CH2:13][CH2:14][CH2:15][CH2:16][CH2:17][CH3:18].[C:26]1(=[O:32])[O:31][C:29](=[O:30])[CH2:28][CH2:27]1>>[C:1]([O:20][CH2:21][CH:22]([CH2:24][OH:25])[OH:23])(=[O:19])[CH2:2][CH2:3][CH2:4][CH2:5][CH2:6][CH2:7][CH2:8]/[CH:9]=[CH:10]\[CH2:11][CH2:12][CH2:13][CH2:14][CH2:15][CH2:16][CH2:17][CH3:18].[C:26]([O-:31])(=[O:32])[CH2:27][CH2:28][C:29]([O-:19])=[O:30] |f:2.3|. Reported procedure: 30.0 gm (84.1 mmoles) of glyceryl monooleate were added to a dry 100 ml, single neck, round bottom flask. A football stir bar was added and a nitrogen inlet adapter was attached. The reaction flask was placed into a room temperature oil bath and a nitrogen blanket was applied. The oil bath temperature was raised to 140° C. Once at 140° C., 8.42 gm (84.1 mmoles) succinic anhydride was added and the temperature was raised to 200° C. Heat tape was wrapped around the outside of the top of the flask ... Starting materials: NC1=CC2=C(C(NC(CC2)=O)(C)C)C=C1 (7-amino-1,1-dimethyl-1,2,4,5-tetrahydrobenzo[c]azepin-3-one), ClC=1C(=C(C(=O)NC)C=CC1)NC1=NC(=NC=C1Cl)Cl (3-chloro-2-(2,5-dichloropyrimidin-4-ylamino)-N-methylbenzamide), 3-chloro-2-(5-chloro-2-(1,1-dimethyl-3-oxo-2,3,4,5-tetrahydro-1H-benzo[c]azepin-7-ylamino)pyrimidin-4-ylamino)-N-methylbenzamide, TFA salt. The product is ClC=1C(=C(C(=O)NC)C=CC1)NC1=NC(=NC=C1Cl)NC1=CC2=C(C(NC(CC2)=O)(C)C)C=C1 (3-Chloro-2-(5-chloro-2-(1,1-dimethyl-3-oxo-2,3,4,5-tetrahydro-1H-benzo[c]azepin-7-ylamino)pyrimidin-4-ylamino)-N-methylbenzamide). As a reaction SMILES: [NH2:1][C:2]1[CH:15]=[CH:14][C:5]2[C:6]([CH3:13])([CH3:12])[NH:7][C:8](=[O:11])[CH2:9][CH2:10][C:4]=2[CH:3]=1.[Cl:16][C:17]1[C:18]([NH:27][C:28]2[C:33]([Cl:34])=[CH:32][N:31]=[C:30](Cl)[N:29]=2)=[C:19]([CH:24]=[CH:25][CH:26]=1)[C:20]([NH:22][CH3:23])=[O:21]>>[Cl:16][C:17]1[C:18]([NH:27][C:28]2[C:33]([Cl:34])=[CH:32][N:31]=[C:30]([NH:1][C:2]3[CH:15]=[CH:14][C:5]4[C:6]([CH3:13])([CH3:12])[NH:7][C:8](=[O:11])[CH2:9][CH2:10][C:4]=4[CH:3]=3)[N:29]=2)=[C:19]([CH:24]=[CH:25][CH:26]=1)[C:20]([NH:22][CH3:23])=[O:21]. Procedure: Following a procedure analogous to Example 1826d, 7-amino-1,1-dimethyl-1,2,4,5-tetrahydrobenzo[c]azepin-3-one and 3-chloro-2-(2,5-dichloropyrimidin-4-ylamino)-N-methylbenzamide were converted to 3-chloro-2-(5-chloro-2-(1,1-dimethyl-3-oxo-2,3,4,5-tetrahydro-1H-benzo[c]azepin-7-ylamino)pyrimidin-4-ylamino)-N-methylbenzamide, TFA salt: 1H NMR (300 MHz, CD3OD) δ 8.3 (s, 1H), 7.9 (dd, 1H), 7.75 (dd, 1H), 7.65 (t, 1H), 7.4 (d, 1H), 7.3 (d, 2H), 7.2 (dd, 1H), 3.1 (m, 2H), 3.0 (s, 3H), 2.7 (m, 2H), 1.8 ... Reactants: OC=1C(NC=CC1C(=O)OCC)=O (ethyl 3-hydroxy-2-oxo-1,2-dihydropyridine-4-carboxylate), OC=1C(NC=CC1C(=O)OCC)=O (ethyl 3-hydroxy-2-oxo-1,2-dihydropyridine-4-carboxylate), [Li+].[OH-] (LiOH), O (H2O). Solvent: C1CCOC1 (THF). Reaction conditions: time 16 hour. Yields the product OC=1C(NC=CC1C(=O)O)=O (3-hydroxy-2-oxo-1,2-dihydropyridine-4-carboxylic acid). Yield: 91.7%. RXN SMILES: [OH:1][C:2]1[C:3](=[O:13])[NH:4][CH:5]=[CH:6][C:7]=1[C:8]([O:10]CC)=[O:9].[Li+].[OH-].O>C1COCC1>[OH:1][C:2]1[C:3](=[O:13])[NH:4][CH:5]=[CH:6][C:7]=1[C:8]([OH:10])=[O:9] |f:1.2|. Procedure details: To a heterogeneous solution of ethyl 3-hydroxy-2-oxo-1,2-dihydropyridine-4-carboxylate (200 mg, 1.09 mmol) (Intermediate 1B) in THF (3 mL) was added LiOH (26.1 mg, 1.09 mmol) and H2O (1 mL). The reaction mixture was stirred for 16 h. The reaction mixture was adjusted to pH 2 and filtered. The filter cake was evaporated to dryness to give Intermediate 17A (160 mg, 1.0 mmol, 94% yield). HPLC/MS (Method D) RT=0.45 min, [M+1]+ 155.9. The reactants are CCO, [H][H], [N-]=[N+]=NCC1CN(C(=O)OCc2ccccc2)CC1F, O=[Pt]=O. Product: NCC1CN(C(=O)OCc2ccccc2)CC1F. As a reaction SMILES: [CH3:23][CH2:24][OH:25].[H:21][H:22].[N:1](=[N+:2]=[N-:3])[CH2:4][CH:5]1[CH2:6][N:7]([C:11](=[O:12])[O:13][CH2:14][c:15]2[cH:16][cH:17][cH:18][cH:19][cH:20]2)[CH2:8][CH:9]1[F:10].[Pt:26](=[O:27])=[O:28]>>[NH2:1][CH2:4][CH:5]1[CH2:6][N:7]([C:11](=[O:12])[O:13][CH2:14][c:15]2[cH:16][cH:17][cH:18][cH:19][cH:20]2)[CH2:8][CH:9]1[F:10]. Reactants: C1CCOC1, CCOC(C)=O, Clc1cncc(Cl)n1, [H-], [Na+], O, O=C(Nc1ccc(S)cc1)C1CC1. The product is O=C(Nc1ccc(Sc2cncc(Cl)n2)cc1)C1CC1. RXN SMILES: [CH2:25]1[O:26][CH2:27][CH2:28][CH2:29]1.[CH3:30][CH2:31][O:32][C:33](=[O:34])[CH3:35].[Cl:16][c:17]1[n:18][c:19]([Cl:23])[cH:20][n:21][cH:22]1.[H-:14].[Na+:15].[OH2:24].[SH:1][c:2]1[cH:3][cH:4][c:5]([NH:8][C:9](=[O:10])[CH:11]2[CH2:12][CH2:13]2)[cH:6][cH:7]1>>[S:1]([c:2]1[cH:3][cH:4][c:5]([NH:8][C:9](=[O:10])[CH:11]2[CH2:12][CH2:13]2)[cH:6][cH:7]1)[c:19]1[n:18][c:17]([Cl:16])[cH:22][n:21][cH:20]1. Procedure: N-[(Dimethylamino)methylene]-cinnamamide (1.0 g, 5.0 mmol) was added to a solution of hydroxylamine hydrochloride (415 mg, 6.0 mmol) in acetic acid (5 mL of 70% aqueous) and aqueous NaOH (1.2 mL, 5 M, 6.0 mmol). After stirring for 1.5 h water (5 mL) was added, and the reaction mixture was cooled to 5° C. in an ice bath. The solution was partitioned between ethyl acetate and water, and the organics were dried over Na2SO4, then concentrated in vacuo to afford N-[(hydroxyamino)methylene]-cinnamamid... As a reaction SMILES: C[N:2]([CH:4]=[N:5][C:6](=[O:15])[CH:7]=[CH:8][C:9]1[CH:14]=[CH:13][CH:12]=[CH:11][CH:10]=1)C.Cl.N[OH:18].[OH-].[Na+].O>C(O)(=O)C>[OH:18][NH:2][CH:4]=[N:5][C:6](=[O:15])[CH:7]=[CH:8][C:9]1[CH:14]=[CH:13][CH:12]=[CH:11][CH:10]=1 |f:1.2,3.4|. The product is ONC=NC(C=CC1=CC=CC=C1)=O (N-[(hydroxyamino)methylene]-cinnamamide). Starting materials: O (water), CN(C)C=NC(C=CC1=CC=CC=C1)=O (N-[(Dimethylamino)methylene]-cinnamamide), Cl.NO (hydroxylamine hydrochloride), [OH-].[Na+] (NaOH). The yield is 89.4%. The solvent is C(C)(=O)O (acetic acid). Conditions: temperature 5 celsius. Reactants: CC(C)(C)OC(=O)N1CCn2c(C(F)(F)F)nc(C(=O)C3CCCC3)c2C1, CCOC(C)=O, Cl. Yields the product O=C(c1nc(C(F)(F)F)n2c1CNCC2)C1CCCC1. Reaction SMILES: [C:1]([O:2][C:3](=[O:4])[N:8]1[CH2:9][c:10]2[n:11]([c:14]([C:24]([F:25])([F:26])[F:27])[n:15][c:16]2[C:17](=[O:18])[CH:19]2[CH2:20][CH2:21][CH2:22][CH2:23]2)[CH2:12][CH2:13]1)([CH3:5])([CH3:6])[CH3:7].[CH3:29][CH2:30][O:31][C:32](=[O:33])[CH3:34].[ClH:28]>>[NH:8]1[CH2:9][c:10]2[n:11]([c:14]([C:24]([F:25])([F:26])[F:27])[n:15][c:16]2[C:17](=[O:18])[CH:19]2[CH2:20][CH2:21][CH2:22][CH2:23]2)[CH2:12][CH2:13]1.